describe an organic reaction: reactants, conditions, products, and yield From a dataset of the Open Reaction Database (ORD), a public repository of structured organic reaction records. Starting materials: N1(N=NC=C1)CC(=O)O (2-(1H-1,2,3-triazol-1-yl)acetic acid), FC1=C(C[C@@H]2C[C@H](NC2)C(=O)NC2=CC=C(C=C2)OC2=CC=C(C=C2)F)C=CC(=C1)F ((2S,4R)-4-(2,4-difluorobenzyl)-N-(4-(4-fluorophenoxy)phenyl)pyrrolidine-2-carboxamide). The product is Compound 267, N1(N=NC=C1)CC(=O)N1[C@@H](C[C@H](C1)CC1=C(C=C(C=C1)F)F)C(=O)NC1=CC=C(C=C1)OC1=CC=C(C=C1)F ((2S,4R)-1-(2-(1H-1,2,3-triazol-1-yl)acetyl)-4-(2,4-difluorobenzyl)-N-(4-(4-fluorophenoxy)phenyl)pyrrolidine-2-carboxamide). RXN SMILES: [N:1]1([CH2:6][C:7]([OH:9])=O)[CH:5]=[CH:4][N:3]=[N:2]1.[F:10][C:11]1[CH:39]=[C:38]([F:40])[CH:37]=[CH:36][C:12]=1[CH2:13][C@H:14]1[CH2:18][NH:17][C@H:16]([C:19]([NH:21][C:22]2[CH:27]=[CH:26][C:25]([O:28][C:29]3[CH:34]=[CH:33][C:32]([F:35])=[CH:31][CH:30]=3)=[CH:24][CH:23]=2)=[O:20])[CH2:15]1>>[N:1]1([CH2:6][C:7]([N:17]2[CH2:18][C@H:14]([CH2:13][C:12]3[CH:36]=[CH:37][C:38]([F:40])=[CH:39][C:11]=3[F:10])[CH2:15][C@H:16]2[C:19]([NH:21][C:22]2[CH:27]=[CH:26][C:25]([O:28][C:29]3[CH:30]=[CH:31][C:32]([F:35])=[CH:33][CH:34]=3)=[CH:24][CH:23]=2)=[O:20])=[O:9])[CH:5]=[CH:4][N:3]=[N:2]1. Reported procedure: Proceeding as in Example 1, but substituting 2-(1H-1,2,3-triazol-1-yl)acetic acid and (2S,4R)-4-(2,4-difluorobenzyl)-N-(4-(4-fluorophenoxy)phenyl)pyrrolidine-2-carboxamide, gave Compound 267, (2S,4R)-1-(2-(1H-1,2,3-triazol-1-yl)acetyl)-4-(2,4-difluorobenzyl)-N-(4-(4-fluorophenoxy)phenyl)pyrrolidine-2-carboxamide. Starting materials: CC(C)(C)O, O=C(O)c1nc(C2CC2)[nH]c(=O)c1Cl, O, O=P(Cl)(Cl)Cl. Product: O=C(O)c1nc(C2CC2)nc(Cl)c1Cl. As a reaction SMILES: [C:20]([OH:21])([CH3:22])([CH3:23])[CH3:24].[Cl:6][c:7]1[c:8]([C:17](=[O:18])[OH:19])[n:9][c:10]([CH:14]2[CH2:15][CH2:16]2)[nH:11][c:12]1=[O:13].[OH2:25].[P:1]([Cl:2])([Cl:3])([Cl:4])=[O:5]>>[Cl:3][c:12]1[c:7]([Cl:6])[c:8]([C:17](=[O:18])[OH:19])[n:9][c:10]([CH:14]2[CH2:15][CH2:16]2)[n:11]1. The reactants are CC(C)S(=O)(=O)NC1C(CCCC1)OCC1=CC=CC=C1 ([(Methylethyl)sulfonyl][2-(phenylmethoxy)cyclohexyl]amine). Reagents/catalysts: [Pd] (palladium on carbon). Run in C(C)O (ethanol). The product is OC1C(CCCC1)NS(=O)(=O)C(C)C ((2-hydroxycyclohexyl)[(methylethyl)sulfonyl]amine). The yield is 83.7%. Reaction SMILES: [CH3:1][CH:2]([S:4]([NH:7][CH:8]1[CH2:13][CH2:12][CH2:11][CH2:10][CH:9]1[O:14]CC1C=CC=CC=1)(=[O:6])=[O:5])[CH3:3]>[Pd].C(O)C>[OH:14][CH:9]1[CH2:10][CH2:11][CH2:12][CH2:13][CH:8]1[NH:7][S:4]([CH:2]([CH3:3])[CH3:1])(=[O:6])=[O:5]. Procedure details: [(Methylethyl)sulfonyl][2-(phenylmethoxy)cyclohexyl]amine (11.41 g, 36.6 mmol) and 10% palladium on carbon (1.40 g) were combined in ethanol (300 mL) and placed on the power shaker under a hydrogen atmosphere at 60 psi's overnight. The solution was then filtered over a Celite® mat and the resulting filtrate was concentrated under reduced vacuum to yield the intermediate title compound (6.78 g, 84%) as a white solid. Ion Spray M.S. 222.1 (M*+1). Calculated for C9H19NO3S: Theory: C 48.84, H 8.65, ... The reactants are C(C)(C)(C)OC(=O)N1[C@H]([C@@H](OC[C@@H]1[C@H]([C@H](CC1=CC(=CC(=C1)F)F)N(CC1=CC=CC=C1)CC1=CC=CC=C1)OCC1=CC=CC=C1)OCC(C)(C)C)C ((2R,3S,5R)-5-[(1S,2S)-1-benzyloxy-2-dibenzylamino-3-(3,5-difluorophenyl)-propyl]-2-(2,2-dimethylpropoxy)-3-methylmorpholine-4-carboxylic acid tert-butyl ester). Reagents/catalysts: [OH-].[OH-].[Pd+2] (palladium hydroxide on carbon). Run in C(C)(=O)OCC (ethyl acetate). The product is C(C)(C)(C)OC(=O)N1[C@H]([C@@H](OC[C@@H]1[C@H]([C@H](CC1=CC(=CC(=C1)F)F)N)O)OCC(C)(C)C)C ((2R,3S,5R)-5-[(1S,2S)-2-Amino-3-(3,5-difluorophenyl)-1-hydroxypropyl]-2-(2,2-dimethylpropoxy)-3-methylmorpholine-4-carboxylic acid tert-butyl ester). Yield: 97.3%. RXN SMILES: [C:1]([O:5][C:6]([N:8]1[C@@H:13]([C@@H:14]([O:40]CC2C=CC=CC=2)[C@@H:15]([N:25](CC2C=CC=CC=2)CC2C=CC=CC=2)[CH2:16][C:17]2[CH:22]=[C:21]([F:23])[CH:20]=[C:19]([F:24])[CH:18]=2)[CH2:12][O:11][C@@H:10]([O:48][CH2:49][C:50]([CH3:53])([CH3:52])[CH3:51])[C@@H:9]1[CH3:54])=[O:7])([CH3:4])([CH3:3])[CH3:2]>C(OCC)(=O)C.[OH-].[OH-].[Pd+2]>[C:1]([O:5][C:6]([N:8]1[C@@H:13]([C@@H:14]([OH:40])[C@@H:15]([NH2:25])[CH2:16][C:17]2[CH:18]=[C:19]([F:24])[CH:20]=[C:21]([F:23])[CH:22]=2)[CH2:12][O:11][C@@H:10]([O:48][CH2:49][C:50]([CH3:53])([CH3:52])[CH3:51])[C@@H:9]1[CH3:54])=[O:7])([CH3:2])([CH3:4])[CH3:3] |f:2.3.4|. Procedure details: Stir (2R,3S,5R)-5-[(1S,2S)-1-benzyloxy-2-dibenzylamino-3-(3,5-difluorophenyl)-propyl]-2-(2,2-dimethylpropoxy)-3-methylmorpholine-4-carboxylic acid tert-butyl ester (645 mg, 0.87 mmol) and 20% palladium hydroxide on carbon (60% moisture, 645 mg) in ethyl acetate (10 mL) under one-atmosphere of hydrogen gas at room temperature overnight. Filter the suspension through a pad of filtering agent, wash with ethyl acetate and concentrate to give the desired compound (400 mg, 97%). Starting materials: C(C1=CC=CC=C1)OC=1C=C(OC2CCN(CC2)C(=O)OC=2C=NC=CC2)C=CC1 (3-pyridyl 4-[3-(benzyloxy)phenoxy]-1-piperidinecarboxylate), [H][H] (hydrogen), C1CCOC1 (THF). Reagents/catalysts: [C].[Pd] (Palladium-carbon). The solvent is CC(C)O (2-propanol). The product is OC=1C=C(OC2CCN(CC2)C(=O)OC=2C=NC=CC2)C=CC1 (3-pyridyl 4-(3-hydroxyphenoxy)-1-piperidinecarboxylate). The yield is 70.8%. Reaction SMILES: C1COCC1.C([O:13][C:14]1[CH:15]=[C:16]([CH:33]=[CH:34][CH:35]=1)[O:17][CH:18]1[CH2:23][CH2:22][N:21]([C:24]([O:26][C:27]2[CH:28]=[N:29][CH:30]=[CH:31][CH:32]=2)=[O:25])[CH2:20][CH2:19]1)C1C=CC=CC=1.[H][H]>[C].[Pd].CC(O)C>[OH:13][C:14]1[CH:15]=[C:16]([CH:33]=[CH:34][CH:35]=1)[O:17][CH:18]1[CH2:19][CH2:20][N:21]([C:24]([O:26][C:27]2[CH:28]=[N:29][CH:30]=[CH:31][CH:32]=2)=[O:25])[CH2:22][CH2:23]1 |f:3.4|. Procedure: 10% Palladium-carbon (catalytic amount) was added to a THF (75 ml)/2-propanol (75 ml) solution containing 3-pyridyl 4-[3-(benzyloxy)phenoxy]-1-piperidinecarboxylate (4.0 g), and in a hydrogen gas atmosphere, this was stirred at room temperature under normal pressure for 24 hours. The catalyst was removed by filtration, and the filtrate was concentrated under reduced pressure, and the resulting solid was washed with EtOAc/hexane, and dried under reduced pressure to obtain 3-pyridyl 4-(3-hydroxyph... Reactants: C(C)(=O)OC(C)=O (acetic anhydride), OC=1C=C(CCNC(\C=C\C=2C=NC=CC2)=O)C=CC1 ((E)-N-(3-hydroxyphenethyl)-3-(3-pyridyl)-2-propenoic acid amide), C(C)(=O)OCC (Ethyl acetate). The solvent is N1=CC=CC=C1 (pyridine). Reaction conditions: time 1.5 hour. Product: C(C)(=O)OC1=CC(=CC=C1)CCNC(\C=C\C=1C=NC=CC1)=O (3-[2-[[(E) -3-(3-pyridyl)-acryloyl]amino]ethyl]phenyl acetate). Yield: 82.6%. RXN SMILES: [OH:1][C:2]1[CH:3]=[C:4]([CH:18]=[CH:19][CH:20]=1)[CH2:5][CH2:6][NH:7][C:8](=[O:17])/[CH:9]=[CH:10]/[C:11]1[CH:12]=[N:13][CH:14]=[CH:15][CH:16]=1.[C:21](OC(=O)C)(=[O:23])[CH3:22].C(OCC)(=O)C>N1C=CC=CC=1>[C:21]([O:1][C:2]1[CH:20]=[CH:19][CH:18]=[C:4]([CH2:5][CH2:6][NH:7][C:8](=[O:17])/[CH:9]=[CH:10]/[C:11]2[CH:12]=[N:13][CH:14]=[CH:15][CH:16]=2)[CH:3]=1)(=[O:23])[CH3:22]. Reported procedure: (E)-N-(3-hydroxyphenethyl)-3-(3-pyridyl)-2-propenoic acid amide (600 mg, 2.24 mmol) obtained in Example 81 was dissolved in pyridine (4.0 ml) and acetic anhydride (0.40 ml, 4.24 mmol) was added under ice-cooling and stirred at room temperature for 1.5 hours. Ethyl acetate was added to the reaction mixture and the mixture was washed with water and dried over magnesium sulfate. The solvent was distilled out under reduced pressure, and the residue was purified by silica gel column chromatography (m...